Dataset: the Open Reaction Database (ORD), a public repository of structured organic reaction records. Task: describe an organic reaction: reactants, conditions, products, and yield The solvent is C1CCOC1 (THF), C1CCOC1 (THF). Procedure: A suspension of NaH (0.24 g, 0.006 mol) in THF (30 mL) was treated with 1-t-butylcarbamoyl-3-hydroxyazetidine (1.1 g, 0.006 mol), the reaction stirred 1 h, followed by addition of 3-butyloxy-4-methanesulfonyl-1,2,5-thiadiazole (1.0 g, 0.0042 mol) in THF (5 mL). The reaction was heated to reflux for 4 h, the solvent evaporated, the residue treated with ice-water, and the mixture extracted with EtOAc. The extracts were dried and treated with a slow stream of HCl for 3 min. After 0.5 h, the solvent... Run at time 1 hour. Reaction SMILES: [H-].[Na+].C(NC([N:10]1[CH2:13][CH:12]([OH:14])[CH2:11]1)=O)(C)(C)C.[CH2:15]([O:19][C:20]1[C:24](S(C)(=O)=O)=[N:23][S:22][N:21]=1)[CH2:16][CH2:17][CH3:18]>C1COCC1>[CH2:15]([O:19][C:20]1[C:24]([O:14][CH:12]2[CH2:11][NH:10][CH2:13]2)=[N:23][S:22][N:21]=1)[CH2:16][CH2:17][CH3:18] |f:0.1|. Starting materials: C(C)(C)(C)NC(=O)N1CC(C1)O (1-t-butylcarbamoyl-3-hydroxyazetidine), [H-].[Na+] (NaH), C(CCC)OC1=NSN=C1S(=O)(=O)C (3-butyloxy-4-methanesulfonyl-1,2,5-thiadiazole). Yields the product C(CCC)OC1=NSN=C1OC1CNC1 (3-Butyloxy-4-(3-azetidinyloxy)-1,2,5-thiadiazole). Starting materials: C(C)(C)(C)OC(=O)NCC1=C(C=CC(=C1)NC(=O)C1=CNC2=CC=CC=C2C1=O)C(C)(C)C ([5-[(4-oxo-1H-quinolin-3-yl)carbonylamino]-2-tert-butyl-phenyl]methylaminoformic acid tert-butyl ester). Run in CC#N (CH3CN). Yields the product NCC=1C=C(C=CC1C(C)(C)C)NC(=O)C1=CNC2=CC=CC=C2C1=O (N-[3-(Aminomethyl)-4-tert-butyl-phenyl]-4-oxo-1H-quinoline-3-carboxamide). RXN SMILES: C(OC([NH:8][CH2:9][C:10]1[CH:15]=[C:14]([NH:16][C:17]([C:19]2[C:28](=[O:29])[C:27]3[C:22](=[CH:23][CH:24]=[CH:25][CH:26]=3)[NH:21][CH:20]=2)=[O:18])[CH:13]=[CH:12][C:11]=1[C:30]([CH3:33])([CH3:32])[CH3:31])=O)(C)(C)C>CC#N>[NH2:8][CH2:9][C:10]1[CH:15]=[C:14]([NH:16][C:17]([C:19]2[C:28](=[O:29])[C:27]3[C:22](=[CH:23][CH:24]=[CH:25][CH:26]=3)[NH:21][CH:20]=2)=[O:18])[CH:13]=[CH:12][C:11]=1[C:30]([CH3:32])([CH3:33])[CH3:31]. Procedure details: N-[3-(Aminomethyl)-4-tert-butyl-phenyl]-4-oxo-1H-quinoline-3-carboxamide (390) was synthesized following the general scheme above starting from [5-[(4-oxo-1H-quinolin-3-yl)carbonylamino]-2-tert-butyl-phenyl]methylaminoformic acid tert-butyl ester (465). HPLC ret. time 2.44 min, 10-99% CH3CN, 5 min gradient; ESI-MS m/z 350.3 (M+H)+. Reactants: N#Cc1ccc(C=O)cc1, CS(C)=O, CCOP(=O)(OCC)C(Cl)c1ccc2c(c1)C(C)(C)CCC2(C)C, Cl, O. The product is CC1(C)CCC(C)(C)c2cc(C#Cc3ccc(C#N)cc3)ccc21. As a reaction SMILES: [C:25](#[N:26])[c:27]1[cH:28][cH:29][c:30]([CH:31]=[O:32])[cH:33][cH:34]1.[CH3:37][S:38](=[O:39])[CH3:40].[Cl:1][CH:2]([c:3]1[cH:4][c:5]2[c:10]([cH:11][cH:12]1)[C:9]([CH3:13])([CH3:14])[CH2:8][CH2:7][C:6]2([CH3:15])[CH3:16])[P:17](=[O:18])([O:19][CH2:20][CH3:21])[O:22][CH2:23][CH3:24].[ClH:36].[OH2:35]>>[C:2]([c:3]1[cH:4][c:5]2[c:10]([cH:11][cH:12]1)[C:9]([CH3:13])([CH3:14])[CH2:8][CH2:7][C:6]2([CH3:15])[CH3:16])#[C:31][c:30]1[cH:29][cH:28][c:27]([C:25]#[N:26])[cH:34][cH:33]1. Starting materials: COC=1C=C(C=CC1OC)O (3,4-dimethoxyphenol), CC(=CC(=O)O)C (3,3-dimethyl acrylic acid). Solvent: C(C)OCC (ethyl ether). Reaction conditions: time 1 hour. The product is C=1C=CC2=C(C1)C(=O)CCO2 (chromanone). Yield: 168.3%. Reaction SMILES: CO[C:3]1[CH:4]=[C:5](O)[CH:6]=[CH:7][C:8]=1[O:9][CH3:10].CC(C)=[CH:14][C:15](O)=[O:16]>C(OCC)C>[CH:5]1[CH:6]=[CH:7][C:8]2[O:9][CH2:10][CH2:14][C:15](=[O:16])[C:3]=2[CH:4]=1. Procedure details: The amount of 10 g of 3,4-dimethoxyphenol and 7.8 g of 3,3-dimethyl acrylic acid were combined in a 125 ml. erlenmeyer flask and dissolved with the addition of 40 ml anhydrous ethyl ether. The ether was removed in vacuo and while the contents of the flask remained liquid, 50 gm of polyphosphoric acid was added. The flask and contents were placed on a steam bath and heated with stirring for 1 hour. At the end of 1 hour, 75 ml. of water was added and the contents stirred into solution for 5 minute...